From a dataset of the Open Reaction Database (ORD), a public repository of structured organic reaction records. describe an organic reaction: reactants, conditions, products, and yield The reactants are COC(=O)c1ccn(-c2nccc3ccccc23)c1, Cl, [Li+], C1CCOC1, [OH-], O, O. Yields the product O=C(O)c1ccn(-c2nccc3ccccc23)c1. RXN SMILES: [CH3:4][O:5][C:6](=[O:7])[c:8]1[cH:9][n:10](-[c:13]2[n:14][cH:15][cH:16][c:17]3[cH:18][cH:19][cH:20][cH:21][c:22]23)[cH:11][cH:12]1.[ClH:23].[Li+:3].[O:24]1[CH2:25][CH2:26][CH2:27][CH2:28]1.[OH-:2].[OH2:1].[OH2:29]>>[O:5]=[C:6]([OH:7])[c:8]1[cH:9][n:10](-[c:13]2[n:14][cH:15][cH:16][c:17]3[cH:18][cH:19][cH:20][cH:21][c:22]23)[cH:11][cH:12]1. Starting materials: C(C)OC(CCCOC1=C(C(=CC=C1)CCCCCCS)CCC(=O)OCC)=O (4-[2-(2-ethoxycarbonyl-ethyl)-3-(6-mercapto-hexyl)-phenoxy]-butyric acid ethyl ester), BrC=1C=C(C=C(C1)Br)[N+](=O)[O-] (3,5-dibromonitrobenzene), C(=O)([O-])[O-].[Cs+].[Cs+] (Cs2CO3). Run in CS(=O)C (DMSO), CCOC(=O)C (EtOAc). Reaction conditions: temperature 90 celsius, time 3 hour. Yields the product C(C)OC(CCCOC1=C(C(=CC=C1)CCCCCCSC1=CC(=CC(=C1)Br)Br)CCC(=O)OCC)=O (4-[3-[6-(3,5-dibromo-phenylsulfanyl)-hexyl]-2-(2-ethoxycarbonyl-ethyl)-phenoxy]-butyric acid ethyl ester). Isolated yield 70.5%. Reaction SMILES: [CH2:1]([O:3][C:4](=[O:29])[CH2:5][CH2:6][CH2:7][O:8][C:9]1[CH:14]=[CH:13][CH:12]=[C:11]([CH2:15][CH2:16][CH2:17][CH2:18][CH2:19][CH2:20][SH:21])[C:10]=1[CH2:22][CH2:23][C:24]([O:26][CH2:27][CH3:28])=[O:25])[CH3:2].[Br:30][C:31]1[CH:32]=[C:33]([N+]([O-])=O)[CH:34]=[C:35]([Br:37])[CH:36]=1.C([O-])([O-])=O.[Cs+].[Cs+]>CS(C)=O.CCOC(C)=O>[CH2:1]([O:3][C:4](=[O:29])[CH2:5][CH2:6][CH2:7][O:8][C:9]1[CH:14]=[CH:13][CH:12]=[C:11]([CH2:15][CH2:16][CH2:17][CH2:18][CH2:19][CH2:20][S:21][C:33]2[CH:32]=[C:31]([Br:30])[CH:36]=[C:35]([Br:37])[CH:34]=2)[C:10]=1[CH2:22][CH2:23][C:24]([O:26][CH2:27][CH3:28])=[O:25])[CH3:2] |f:2.3.4|. Procedure details: To a solution of 4-[2-(2-ethoxycarbonyl-ethyl)-3-(6-mercapto-hexyl)-phenoxy]-butyric acid ethyl ester (162 mg, 0.388 mmol) in DMSO (5 mL), 3,5-dibromonitrobenzene (129 mg, 0.46 mmol) and Cs2CO3 (150 mg, 0.46 mmol) were added and stirred at 90° C. for 3 hrs. At this time, the reaction mixture was diluted with EtOAc (200 mL) and washed with water (100 mL). The EtOAc layer was washed), brine and then dried over Na2SO4. This mixture was filtered and the filtrate was concentrated. The solvent was rem... Procedure details: 7 g of 1,3-dimethyl-7-(5-hydroxyhexyl)-xanthine and 9.5 g of p-toluene sulphonic acid are refluxed in 100 ml of toluene for 12 hours with continuous separation of the water formed in the reaction. After cooling to room temperature, the reaction mixture is mixed with 100 ml of diethyl ether, washed with sodium bicarbonate solution and water until neutral and the organic phase dried over sodium sulphate is evaporated under reduced pressure. After column chromatography on silica gel with methylene ... Run in C1(=CC=CC=C1)C (toluene), C(C)OCC (diethyl ether). Reactants: CN1C(=O)N(C=2N=CN(C2C1=O)CCCCC=C)C (1,3-dimethyl-7-(hex-5-enyl)-xanthine), CN1C(=O)N(C=2N=CN(C2C1=O)CCCCC(C)O)C (1,3-dimethyl-7-(5-hydroxyhexyl)-xanthine), C1(=CC=C(C=C1)S(=O)(=O)O)C (p-toluene sulphonic acid), O (water). Reaction SMILES: [CH3:1][N:2]1[C:11](=[O:12])[C:10]2[N:9]([CH2:13][CH2:14][CH2:15][CH2:16][CH:17](O)[CH3:18])[CH:8]=[N:7][C:6]=2[N:5]([CH3:20])[C:3]1=[O:4].C1(C)C=CC(S(O)(=O)=O)=CC=1.O.CN1C(=O)C2N(CCCCC=C)C=NC=2N(C)C1=O>C1(C)C=CC=CC=1.C(OCC)C>[CH3:1][N:2]1[C:11](=[O:12])[C:10]2[N:9]([CH2:13][CH2:14][CH2:15][CH:16]=[CH:17][CH3:18])[CH:8]=[N:7][C:6]=2[N:5]([CH3:20])[C:3]1=[O:4]. The product is CN1C(=O)N(C=2N=CN(C2C1=O)CCCC=CC)C (1,3-Dimethyl-7-(hex-4-enyl)-xanthine). Starting materials: Cl.Cl.C(C)(C)(C)C1=C(C=CC=C1)N1CCNCC1 (1-(2-tert-butylphenyl)piperazine dihydrochloride), C(C)(C)N(CC)C(C)C (diisopropylethylamine), FC1=CC=C(C(=O)Cl)C=C1 (4-fluorobenzoyl chloride). The solvent is C(Cl)Cl (methylene chloride). Product: C(C)(C)(C)C1=C(C=CC=C1)N1CCN(CC1)C(=O)C1=CC=C(C=C1)F ((4-(2-tert-butylphenyl)piperazin-1-yl)(4-fluorophenyl)methanone). Yield: 30.1%. Reaction SMILES: Cl.Cl.[C:3]([C:7]1[CH:12]=[CH:11][CH:10]=[CH:9][C:8]=1[N:13]1[CH2:18][CH2:17][NH:16][CH2:15][CH2:14]1)([CH3:6])([CH3:5])[CH3:4].C(N(C(C)C)CC)(C)C.[F:28][C:29]1[CH:37]=[CH:36][C:32]([C:33](Cl)=[O:34])=[CH:31][CH:30]=1>C(Cl)Cl>[C:3]([C:7]1[CH:12]=[CH:11][CH:10]=[CH:9][C:8]=1[N:13]1[CH2:18][CH2:17][N:16]([C:33]([C:32]2[CH:36]=[CH:37][C:29]([F:28])=[CH:30][CH:31]=2)=[O:34])[CH2:15][CH2:14]1)([CH3:6])([CH3:4])[CH3:5] |f:0.1.2|. Procedure details: To a stirred solution of 1-(2-tert-butylphenyl)piperazine dihydrochloride (0.125 g, 0.43 mmol) and diisopropylethylamine (0.171 g, 1.32 mmol) in methylene chloride (5.0 mL) at 0° C. was added 4-fluorobenzoyl chloride (0.080 g, 0.51 mmol) and the reaction mixture was warmed to room temperature. After 2 h the reaction mixture was concentrated under reduced pressure and the residue purified by flash column chromatography (silica gel, 100:0 to 95:5 dichloromethane/methanol) to provided (4-(2-tert-bu... Starting materials: CCOC(=O)C(C)S(=O)(=O)c1ccc(OC)cc1, CC[N+](CC)(CC)Cc1ccccc1, ClCCl, [Cl-], Cl, [Na+], [OH-], ClCc1cccnc1. Product: CCOC(=O)C(C)(Cc1cccnc1)S(=O)(=O)c1ccc(OC)cc1. As a reaction SMILES: [CH2:1]([CH3:2])[O:3][C:4]([CH:5]([CH3:6])[S:7](=[O:8])(=[O:9])[c:10]1[cH:11][cH:12][c:13]([O:16][CH3:17])[cH:14][cH:15]1)=[O:18].[CH2:29]([N+:30]([CH2:31][CH3:32])([CH2:33][CH3:34])[CH2:35][c:36]1[cH:37][cH:38][cH:39][cH:40][cH:41]1)[CH3:42].[CH2:43]([Cl:44])[Cl:45].[Cl-:28].[ClH:19].[Na+:47].[OH-:46].[cH:20]1[c:21]([CH2:26][Cl:27])[cH:22][cH:23][cH:24][n:25]1>>[CH2:1]([CH3:2])[O:3][C:4]([C:5]([CH3:6])([S:7](=[O:8])(=[O:9])[c:10]1[cH:11][cH:12][c:13]([O:16][CH3:17])[cH:14][cH:15]1)[CH2:26][c:21]1[cH:20][n:25][cH:24][cH:23][cH:22]1)=[O:18]. Reactants: CC(C)(C)OC(=O)Nc1cc(N2CCOCC2)c(C(F)(F)F)cc1N, CCOC(=O)CC(=O)c1cccc(-n2cnnc2)c1. Yields the product CC(C)(C)OC(=O)Nc1cc(N2CCOCC2)c(C(F)(F)F)cc1NC(=O)CC(=O)c1cccc(-n2cnnc2)c1. RXN SMILES: [C:1]([CH3:2])([CH3:3])([CH3:4])[O:5][C:6]([NH:7][c:8]1[c:9]([NH2:24])[cH:10][c:11]([C:20]([F:21])([F:22])[F:23])[c:12]([N:14]2[CH2:15][CH2:16][O:17][CH2:18][CH2:19]2)[cH:13]1)=[O:25].[CH2:26]([O:28][C:29](=[O:27])[CH2:30][C:31]([c:32]1[cH:33][c:34](-[n:38]2[cH:39][n:40][n:41][cH:42]2)[cH:35][cH:36][cH:37]1)=[O:43])[CH3:44]>>[C:1]([CH3:2])([CH3:3])([CH3:4])[O:5][C:6]([NH:7][c:8]1[c:9]([NH:24][C:29](=[O:28])[CH2:30][C:31]([c:32]2[cH:33][c:34](-[n:38]3[cH:39][n:40][n:41][cH:42]3)[cH:35][cH:36][cH:37]2)=[O:43])[cH:10][c:11]([C:20]([F:21])([F:22])[F:23])[c:12]([N:14]2[CH2:15][CH2:16][O:17][CH2:18][CH2:19]2)[cH:13]1)=[O:25]. Reactants: C1(=CC=CC2=CC=CC=C12)CC(C(=O)OCC)=C (ethyl 2-(1-naphthyl)methyl-2-propenoate), SCCO (2-mercaptoethanol), SCCO (2-mercaptoethanol), CC(C)([O-])C.[K+] (potassium tert-butoxide). Solvent: C(C)OCC (diethyl ether). The product is OCCSCC(C(=O)OCC)CC1=CC=CC2=CC=CC=C12 (ethyl (2RS)-3-(2-hydroxyethyl)thio-2-(1-naphthylmethyl)propionate). Reaction SMILES: [C:1]1([CH2:11][C:12](=[CH2:18])[C:13]([O:15][CH2:16][CH3:17])=[O:14])[C:10]2[C:5](=[CH:6][CH:7]=[CH:8][CH:9]=2)[CH:4]=[CH:3][CH:2]=1.CC(C)([O-])C.[K+].[SH:25][CH2:26][CH2:27][OH:28]>C(OCC)C>[OH:28][CH2:27][CH2:26][S:25][CH2:18][CH:12]([CH2:11][C:1]1[C:10]2[C:5](=[CH:6][CH:7]=[CH:8][CH:9]=2)[CH:4]=[CH:3][CH:2]=1)[C:13]([O:15][CH2:16][CH3:17])=[O:14] |f:1.2|. Reported procedure: 2.04 g of ethyl 2-(1-naphthyl)methyl-2-propenoate was dissolved in 714 μl of 2-mercaptoethanol, and 102 mg of potassium tert-butoxide was added thereto at room temperature under stirring. The mixture was stirred at room temperature for 15 minutes. 500 μl of 2-mercaptoethanol was added thereto and the mixture was stirred for 15 minutes. Then, the reaction solution was diluted with 150 ml of diethyl ether. The diethyl ether layer was washed with water and with a saturated sodium chloride aqueous s...